Dataset: the Open Reaction Database (ORD), a public repository of structured organic reaction records. Task: describe an organic reaction: reactants, conditions, products, and yield Starting materials: CC(=O)c1cc(Cl)ccc1NS(=O)(=O)C(F)(F)F, CN(C)CCN, CC(=O)O, CCO, O=C1c2ccccc2C(=O)N1OC1CCCC1. Product: CC(=NOC1CCCC1)c1cc(Cl)ccc1NS(=O)(=O)C(F)(F)F. As a reaction SMILES: [C:28]([CH3:29])(=[O:30])[c:31]1[c:32]([NH:38][S:39](=[O:40])(=[O:41])[C:42]([F:43])([F:44])[F:45])[cH:33][cH:34][c:35]([Cl:37])[cH:36]1.[CH3:1][N:2]([CH3:3])[CH2:4][CH2:5][NH2:6].[CH3:24][C:25](=[O:26])[OH:27].[CH3:46][CH2:47][OH:48].[CH:7]1([O:12][N:13]2[C:14](=[O:15])[c:16]3[cH:17][cH:18][cH:19][cH:20][c:21]3[C:22]2=[O:23])[CH2:8][CH2:9][CH2:10][CH2:11]1>>[CH:7]1([O:12][N:13]=[C:28]([CH3:29])[c:31]2[c:32]([NH:38][S:39](=[O:40])(=[O:41])[C:42]([F:43])([F:44])[F:45])[cH:33][cH:34][c:35]([Cl:37])[cH:36]2)[CH2:8][CH2:9][CH2:10][CH2:11]1.